This data is from the Open Reaction Database (ORD), a public repository of structured organic reaction records. The task is: describe an organic reaction: reactants, conditions, products, and yield Starting materials: C1(=CC=C(C=C1)N1N=C(C=C1NC(OC1=CC=CC=C1)=O)C(F)(F)F)C (phenyl 1-p-tolyl-3-(trifluoromethyl)-1H-pyrazol-5-ylcarbamate), Example 172B, COC=1C=C2C(=NC=NC2=CC1OCCOC)OC=1C=C(N)C=CC1 (3-(6-methoxy-7-(2-methoxyethoxy)quinazolin-4-yloxy)aniline). The reagents and catalysts are CN(C1=CC=NC=C1)C (4-(dimethylamino)pyridine). Solvent: C1CCOC1 (THF). Product: COC=1C=C2C(=NC=NC2=CC1OCCOC)OC=1C=C(C=CC1)NC(=O)NC1=CC(=NN1C1=CC=C(C=C1)C)C(F)(F)F (1-{3-[6-methoxy-7-(2-methoxyethoxy)quinazolin-4-yloxy]phenyl}-3-[1-p-tolyl-3-(trifluoromethyl)-1H-pyrazol-5-yl]urea). Yield: 78.0%. As a reaction SMILES: [C:1]1([CH3:26])[CH:6]=[CH:5][C:4]([N:7]2[C:11]([NH:12][C:13](=[O:21])OC3C=CC=CC=3)=[CH:10][C:9]([C:22]([F:25])([F:24])[F:23])=[N:8]2)=[CH:3][CH:2]=1.[CH3:27][O:28][C:29]1[CH:30]=[C:31]2[C:36](=[CH:37][C:38]=1[O:39][CH2:40][CH2:41][O:42][CH3:43])[N:35]=[CH:34][N:33]=[C:32]2[O:44][C:45]1[CH:46]=[C:47]([CH:49]=[CH:50][CH:51]=1)[NH2:48]>CN(C)C1C=CN=CC=1.C1COCC1>[CH3:27][O:28][C:29]1[CH:30]=[C:31]2[C:36](=[CH:37][C:38]=1[O:39][CH2:40][CH2:41][O:42][CH3:43])[N:35]=[CH:34][N:33]=[C:32]2[O:44][C:45]1[CH:46]=[C:47]([NH:48][C:13]([NH:12][C:11]2[N:7]([C:4]3[CH:3]=[CH:2][C:1]([CH3:26])=[CH:6][CH:5]=3)[N:8]=[C:9]([C:22]([F:23])([F:25])[F:24])[CH:10]=2)=[O:21])[CH:49]=[CH:50][CH:51]=1. Procedure: Using the procedure described in Example 162B, phenyl 1-p-tolyl-3-(trifluoromethyl)-1H-pyrazol-5-ylcarbamate described in Example 172B (0.145 g, 0.4 mmol) was reacted with 3-(6-methoxy-7-(2-methoxyethoxy)quinazolin-4-yloxy)aniline from Example 117B (0.137 g, 0.4 mmol), and 4-(dimethylamino)pyridine (0.025 g) in THF (6 mL), to afford 1-{3-[6-methoxy-7-(2-methoxyethoxy)quinazolin-4-yloxy]phenyl}-3-[1-p-tolyl-3-(trifluoromethyl)-1H-pyrazol-5-yl]urea as solid (0.190 g, 78%). 1H NMR (300 MHz, DMSO-d6... The reactants are Nc1nccc(Cl)c1I, [K+], [NH4+], O=[N+]([O-])[O-], [OH-], O=S(=O)(O)O. Yields the product Nc1ncc([N+](=O)[O-])c(Cl)c1I. As a reaction SMILES: [Cl:1][c:2]1[c:3]([I:9])[c:4]([NH2:8])[n:5][cH:6][cH:7]1.[K+:15].[NH4+:20].[O-:16][N+:17]([O-:18])=[O:19].[OH-:21].[S:10](=[O:11])(=[O:12])([OH:13])[OH:14]>>[Cl:1][c:2]1[c:3]([I:9])[c:4]([NH2:8])[n:5][cH:6][c:7]1[N+:17](=[O:16])[O-:18]. The reactants are C(C1=CC=CC=C1)OC=1C=C2C(C(COC2=CC1)=C)=O (6-benzyloxy-3-methylene-4-chromanone), N1C=NC=C1 (imidazole), O (water). The solvent is CN(C)C=O (DMF). Yields the product C(C1=CC=CC=C1)OC=1C=C2C(C(COC2=CC1)CN1C=NC=C1)=O (6-Benzyloxy-3-(1-imidazolyl)methyl-4-chromanone). The yield is 64.6%. Reaction SMILES: [CH2:1]([O:8][C:9]1[CH:10]=[C:11]2[C:16](=[CH:17][CH:18]=1)[O:15][CH2:14][C:13](=[CH2:19])[C:12]2=[O:20])[C:2]1[CH:7]=[CH:6][CH:5]=[CH:4][CH:3]=1.[NH:21]1[CH:25]=[CH:24][N:23]=[CH:22]1.O>CN(C=O)C>[CH2:1]([O:8][C:9]1[CH:10]=[C:11]2[C:16](=[CH:17][CH:18]=1)[O:15][CH2:14][CH:13]([CH2:19][N:21]1[CH:25]=[CH:24][N:23]=[CH:22]1)[C:12]2=[O:20])[C:2]1[CH:3]=[CH:4][CH:5]=[CH:6][CH:7]=1. Procedure details: A solution of 3.7 g of 6-benzyloxy-3-methylene-4-chromanone and 3.7 g of imidazole in 50 cc of DMF was heated at 60° C. for 1.5 hours. The reaction was allowed to cool, then poured into water and extracted with ethyl acetate. The combined organic layers were dried over Na and evaporated to give 4 g of crude product which was purified by recrystallization from CH2Cl2 /ether to give 3 g of title product, m.p. 108°-110° C. MS calculated for C20H18N2O3 : 334.1317; found: 334.1317. The reactants are P(=O)([O-])([O-])[O-].[K+].[K+].[K+] (tripotassium phosphate), C1(=C(C=CC=C1)P(C1=C(C=CC=C1)C)C1=C(C=CC=C1)C)C (tri-o-tolylphosphine), C1(=CC=CC=C1)C (toluene), BrC1=CC=C(C=2C3(C4=CC=CC=C4C12)C1=CC=CC=C1C=1C(=CC=C(C13)OC)Br)OC (4,4′-dibromo-1,1′-dimethoxy-9,9′-spirobifluorene), C1(=CC=CC2=CC=CC=C12)B(O)O (1-naphthylboronic acid). Reagents/catalysts: C(C)(=O)[O-].[Pd+2].C(C)(=O)[O-] (palladium(II) acetate). Run in O (water), O1CCOCC1 (dioxane). The product is C1(=CC=CC2=CC=CC=C12)C1=CC=C(C=2C3(C4=CC=CC=C4C12)C1=CC=CC=C1C=1C(=CC=C(C13)OC)C1=CC=CC3=CC=CC=C13)OC (4,4′-bis(naphth-1-yl)-1,1′-dimethoxy-9,9′-spirobifluorene). Reaction SMILES: P([O-])([O-])([O-])=O.[K+].[K+].[K+].C1(C)C=CC=CC=1P([C:23]1[CH:28]=[CH:27][CH:26]=[CH:25][C:24]=1[CH3:29])C1C=CC=CC=1C.Br[C:32]1[C:44]2[C:43]3[C:38](=[CH:39][CH:40]=[CH:41][CH:42]=3)[C:37]3([C:56]4[C:55]([O:57][CH3:58])=[CH:54][CH:53]=[C:52](Br)[C:51]=4[C:50]4[C:45]3=[CH:46][CH:47]=[CH:48][CH:49]=4)[C:36]=2[C:35]([O:60][CH3:61])=[CH:34][CH:33]=1.[C:62]1(B(O)O)[C:71]2[C:66](=[CH:67][CH:68]=[CH:69][CH:70]=2)[CH:65]=[CH:64][CH:63]=1.[C:75]1(C)[CH:80]=CC=C[CH:76]=1>C([O-])(=O)C.[Pd+2].C([O-])(=O)C.O.O1CCOCC1>[C:62]1([C:32]2[C:44]3[C:43]4[C:38](=[CH:39][CH:40]=[CH:41][CH:42]=4)[C:37]4([C:56]5[C:55]([O:57][CH3:58])=[CH:54][CH:53]=[C:52]([C:25]6[C:24]7[C:23](=[CH:76][CH:75]=[CH:80][CH:29]=7)[CH:28]=[CH:27][CH:26]=6)[C:51]=5[C:50]5[C:45]4=[CH:46][CH:47]=[CH:48][CH:49]=5)[C:36]=3[C:35]([O:60][CH3:61])=[CH:34][CH:33]=2)[C:71]2[C:66](=[CH:67][CH:68]=[CH:69][CH:70]=2)[CH:65]=[CH:64][CH:63]=1 |f:0.1.2.3,8.9.10|. Procedure details: 25.5 g (120 mmol) of tripotassium phosphate in a mixture of 300 ml of toluene, 100 ml of dioxane and 400 ml of water, 913 mg (3 mmol) of tri-o-tolylphosphine and then 112 mg (0.5 mmol) of palladium(II) acetate are added to a well-stirred suspension of 26.7 g (50 mmol) of 4,4′-dibromo-1,1′-dimethoxy-9,9′-spirobifluorene and 22.4 g (130 mmol) of 1-naphthylboronic acid, and the mixture is subsequently heated under reflux for 16 h. After cooling, the precipitated solid is filtered off with suction, ... Reactants: [Na] (sodium), [N-]=C=O (isocyanate), Cl.NC1=NCCC1 (2-amino-1-pyrroline hydrochloride), ClC1=CC=C(C=C1)N=C=O (4-chlorophenyl isocyanate). Run in CC(=O)C (acetone), CC(=O)C (acetone). Product: ClC1=CC=C(C=C1)NC(=O)NC1=NCCC1 (1-(4-Chlorophenyl)-3-(1-pyrrolin-2-yl)urea). Reaction SMILES: [Na].Cl.[NH2:3][C:4]1[CH2:8][CH2:7][CH2:6][N:5]=1.[Cl:9][C:10]1[CH:15]=[CH:14][C:13]([N:16]=[C:17]=[O:18])=[CH:12][CH:11]=1.[N-]=C=O>CC(C)=O>[Cl:9][C:10]1[CH:15]=[CH:14][C:13]([NH:16][C:17]([NH:3][C:4]2[CH2:8][CH2:7][CH2:6][N:5]=2)=[O:18])=[CH:12][CH:11]=1 |f:1.2,^1:0|. Procedure details: Following a procedure similar to that described in Example 1 but using 15.3 g. sodium in 1900 ml. dry acetone, 80 g. 2-amino-1-pyrroline hydrochloride, and 102 g. 4-chlorophenyl isocyanate in 500 ml. dry acetone, except that ice-bath cooling was applied during the addition of the isocyanate, there was obtained after recrystallization from ethyl acetate 66 g. 1-(4-chlorophenyl)-3-(1-pyrrolin-2-yl)urea; m.p. 147°-150° C. Reactants: CNOC, ClCCl, O=C(O)Cc1ccccc1Cl, Cl. Yields the product CON(C)C(=O)Cc1ccccc1Cl. As a reaction SMILES: [CH3:2][NH:3][O:4][CH3:5].[Cl:17][CH2:18][Cl:19].[Cl:6][c:7]1[c:8]([CH2:13][C:14](=[O:15])[OH:16])[cH:9][cH:10][cH:11][cH:12]1.[ClH:1]>>[CH3:2][N:3]([O:4][CH3:5])[C:14]([CH2:13][c:8]1[c:7]([Cl:6])[cH:12][cH:11][cH:10][cH:9]1)=[O:16]. The reactants are BrC1=CC=C(C=C1)C1=C(C(=NO1)C)C(C#C[Si](C)(C)C)NS(=O)(=O)C (N-{1-[5-(4-Bromo-phenyl)-3-methyl-isoxazol-4-yl]-3-trimethylsilanyl-prop-2-ynyl}-methanesulfonamide), [F-].C(CCC)[N+](CCCC)(CCCC)CCCC (Tetrabutylammonium fluoride). The solvent is C1CCOC1 (THF). Reaction conditions: temperature 0 celsius, time 1 hour. Yields the product BrC1=CC=C(C=C1)C1=C(C(=NO1)C)C(C#C)NS(=O)(=O)C (N-{1-[5-(4-Bromo-phenyl)-3-methyl-isoxazol-4-yl]-prop-2-ynyl}-methanesulfonamide). RXN SMILES: [Br:1][C:2]1[CH:7]=[CH:6][C:5]([C:8]2[O:12][N:11]=[C:10]([CH3:13])[C:9]=2[CH:14]([NH:21][S:22]([CH3:25])(=[O:24])=[O:23])[C:15]#[C:16][Si](C)(C)C)=[CH:4][CH:3]=1.[F-].C([N+](CCCC)(CCCC)CCCC)CCC>C1COCC1>[Br:1][C:2]1[CH:3]=[CH:4][C:5]([C:8]2[O:12][N:11]=[C:10]([CH3:13])[C:9]=2[CH:14]([NH:21][S:22]([CH3:25])(=[O:24])=[O:23])[C:15]#[CH:16])=[CH:6][CH:7]=1 |f:1.2|. Procedure details: N-{1-[5-(4-Bromo-phenyl)-3-methyl-isoxazol-4-yl]-3-trimethylsilanyl-prop-2-ynyl}-methanesulfonamide (from previous step) was dissolved in THF (10 mL) and the mixture was cooled to 0° C. Tetrabutylammonium fluoride (1.0M in THF, 0.3 mL, 0.3 mmol) was added and the reaction stirred at 0° C. for 1 hour. The reaction was then submitted to standard aqueous workup and purified on silica gel (0-70% EtOAc in hexanes) to afford the title compound. The reactants are O=C(Cl)CCCCCBr, O, Cl[Sn](Cl)(Cl)Cl, c1ccsc1, c1ccccc1. The product is O=C(CCCCCBr)c1cccs1. As a reaction SMILES: [Br:1][CH2:2][CH2:3][CH2:4][CH2:5][CH2:6][C:7](=[O:8])[Cl:9].[OH2:20].[Sn:15]([Cl:16])([Cl:17])([Cl:18])[Cl:19].[cH:10]1[cH:11][cH:12][s:13][cH:14]1.[cH:21]1[cH:22][cH:23][cH:24][cH:25][cH:26]1>>[Br:1][CH2:2][CH2:3][CH2:4][CH2:5][CH2:6][C:7](=[O:8])[c:12]1[cH:11][cH:10][cH:14][s:13]1.